This data is from the Open Reaction Database (ORD), a public repository of structured organic reaction records. The task is: describe an organic reaction: reactants, conditions, products, and yield Reactants: CC(=O)C (acetone), [C@@H]12[C@@H](CCCC1)C(=O)OC2=O (cis-1,2-cyclohexanedicarboxylic anhydride), C(C(=C)C)(=O)OCCO (2-hydroxyethyl methacrylate). Reagents/catalysts: CN(C1=CC=NC=C1)C (4-dimethylaminopyridine). Run in O (water). Conditions: time 1 hour. The product is C(C(=C)C)(=O)OCCOC(=O)C1C(CCCC1)C(=O)O (2-[2-(methacryloyloxy)ethoxy-carbonyl]cyclohexanecarboxylic acid), solid. Reaction SMILES: CC(C)=O.[C@@H:5]12[C:14](=[O:15])[O:13][C:11](=[O:12])[C@@H:6]1[CH2:7][CH2:8][CH2:9][CH2:10]2.[C:16]([O:21][CH2:22][CH2:23][OH:24])(=[O:20])[C:17]([CH3:19])=[CH2:18]>CN(C)C1C=CN=CC=1.O>[C:16]([O:21][CH2:22][CH2:23][O:24][C:11]([CH:6]1[CH2:7][CH2:8][CH2:9][CH2:10][CH:5]1[C:14]([OH:13])=[O:15])=[O:12])(=[O:20])[C:17]([CH3:19])=[CH2:18]. Procedure: To acetone (1,000 mL) were added cis-1,2-cyclohexanedicarboxylic anhydride (308.3 g), 2-hydroxyethyl methacrylate (273.3 g), and 4-dimethylaminopyridine (4.9 g). This mixture was heated with refluxing for 5 hours, and the acetone was distilled off under reduced pressure. Thereafter, 1N hydrochloric acid (500 mL) and ethyl acetate (2,000 mL) were added to the residue to extract it. The resulting organic phase was washed twice with saturated aqueous sodium chloride solution (500 mL), and anhydrous... The reactants are solution, C[Si](C)(C)[N-][Si](C)(C)C.[Na+] (sodium bis(trimethylsilyl)amide), C1CCOC1 (THF), O=C1N([C@@H](COC1)C1=CC=CC=C1)C(=O)OC(C)(C)C (tert-Butyl (5R)-3-oxo-5-phenylmorpholine-4-carboxylate), IC (iodomethane). Solvent: COCCOC (DME). Conditions: temperature -78 celsius, time 10 minute. Yields the product C[C@H]1C(N([C@@H](CO1)C1=CC=CC=C1)C(=O)OC(C)(C)C)=O (tert-Butyl (2S,5R)-2-methyl-3-oxo-5-phenylmorpholine-4-carboxylate). RXN SMILES: C[Si]([N-][Si](C)(C)C)(C)C.[Na+].[CH2:11]1COCC1.[O:16]=[C:17]1[CH2:22][O:21][CH2:20][C@@H:19]([C:23]2[CH:28]=[CH:27][CH:26]=[CH:25][CH:24]=2)[N:18]1[C:29]([O:31][C:32]([CH3:35])([CH3:34])[CH3:33])=[O:30].IC>COCCOC>[CH3:11][C@@H:22]1[O:21][CH2:20][C@@H:19]([C:23]2[CH:28]=[CH:27][CH:26]=[CH:25][CH:24]=2)[N:18]([C:29]([O:31][C:32]([CH3:35])([CH3:34])[CH3:33])=[O:30])[C:17]1=[O:16] |f:0.1|. Procedure: To a 1 M solution of sodium bis(trimethylsilyl)amide in THF (0.79 mL, 0.79 mmol) at −78° C. was added dropwise a solution of tert-butyl (5R)-3-oxo-5-phenylmorpholine-4-carboxylate from Step C (200 mg, 0.72 mmol) in DME (5 mL) at −78° C. The resulting mixture was stirred at −78° C. for 10 min then iodomethane (0.049 mL, 0.79 mmol) was added. After stirring at −78° C. for a further 1 h, the reaction mixture was quenched with saturated aqueous NH4Cl (5 mL) and extracted with EtOAc (2×10 mL). The co...